describe an organic reaction: reactants, conditions, products, and yield From a dataset of the Open Reaction Database (ORD), a public repository of structured organic reaction records. Reactants: CC(C)(C)[O-], CC1CCCN1CCCO, CCOC(C)=O, Clc1ccc(C2=NC3(CCCCC3)CO2)cn1, [K+], C1CCOC1. Product: CC1CCCN1CCCOc1ccc(C2=NC3(CCCCC3)CO2)cn1. As a reaction SMILES: [C:18]([O-:19])([CH3:20])([CH3:21])[CH3:22].[CH3:24][CH:25]1[N:26]([CH2:30][CH2:31][CH2:32][OH:33])[CH2:27][CH2:28][CH2:29]1.[CH3:34][CH2:35][O:36][C:37](=[O:38])[CH3:39].[Cl:1][c:2]1[cH:3][cH:4][c:5]([C:8]2=[N:9][C:10]3([CH2:11][O:12]2)[CH2:13][CH2:14][CH2:15][CH2:16][CH2:17]3)[cH:6][n:7]1.[K+:23].[O:40]1[CH2:41][CH2:42][CH2:43][CH2:44]1>>[c:2]1([O:33][CH2:32][CH2:31][CH2:30][N:26]2[CH:25]([CH3:24])[CH2:29][CH2:28][CH2:27]2)[cH:3][cH:4][c:5]([C:8]2=[N:9][C:10]3([CH2:11][O:12]2)[CH2:13][CH2:14][CH2:15][CH2:16][CH2:17]3)[cH:6][n:7]1. The reactants are BrC=1C=C2C=CNC2=NC1 (5-bromo-7-azaindole), CO (methanol), C(C)(C)(C)OC(N(C1=NC=C(C=C1)C=O)CC1=CC=C(C=C1)Cl)=O ((4-Chloro-benzyl)-(5-formyl-pyridin-2-yl)-carbamic acid tert-butyl ester), [OH-].[K+] (potassium hydroxide). Solvent: O (water). Reaction conditions: time 48 hour. Product: C(C)(C)(C)OC(N(CC1=CC=C(C=C1)Cl)C1=NC=C(C=C1)C(O)C1=CNC2=NC=C(C=C21)Br)=O ({5-[(5-Bromo-1H-pyrrolo[2,3-b]pyridin-3-yl)-hydroxy-methyl]-pyridin-2-yl}-(4-chloro-benzyl)-carbamic acid tert-butyl ester). RXN SMILES: [Br:1][C:2]1[CH:3]=[C:4]2[C:8](=[N:9][CH:10]=1)[NH:7][CH:6]=[CH:5]2.CO.[C:13]([O:17][C:18](=[O:36])[N:19]([CH2:28][C:29]1[CH:34]=[CH:33][C:32]([Cl:35])=[CH:31][CH:30]=1)[C:20]1[CH:25]=[CH:24][C:23]([CH:26]=[O:27])=[CH:22][N:21]=1)([CH3:16])([CH3:15])[CH3:14].[OH-].[K+]>O>[C:13]([O:17][C:18](=[O:36])[N:19]([C:20]1[CH:25]=[CH:24][C:23]([CH:26]([C:5]2[C:4]3[C:8](=[N:9][CH:10]=[C:2]([Br:1])[CH:3]=3)[NH:7][CH:6]=2)[OH:27])=[CH:22][N:21]=1)[CH2:28][C:29]1[CH:30]=[CH:31][C:32]([Cl:35])=[CH:33][CH:34]=1)([CH3:16])([CH3:14])[CH3:15] |f:3.4|. Procedure: To 5-bromo-7-azaindole (44, 198.0 mg, 1.01 mmol) in methanol (30.0 mL, 0.741 mol) were added (4-Chloro-benzyl)-(5-formyl-pyridin-2-yl)-carbamic acid tert-butyl ester (43, 355.0 mg, 1.02 mmol) and potassium hydroxide (80.0 mg, 1.42 mmol). The reaction was stirred at room temperature 48 hours. The reaction mixture was poured into water and extracted with ethyl acetate. The organic layer was washed with brine, dried over sodium sulfate, concentrated and purified by silica gel column chromatography ... The reactants are CCOC(=O)C (EtOAc), ClC=1N=C(N=NC1C(=O)OCC)SC (Ethyl 5-chloro-3-(methylthio)-1,2,4-triazine-6-carboxylate), CCN(C(C)C)C(C)C (DIEA), NC1=CC=C(C=C1)C (p-toluidine). Solvent: CN(C)C=O (DMF). Run at time 1 hour. The product is CSC=1N=NC(=C(N1)NC1=CC=C(C=C1)C)C(=O)OCC (ethyl 3-(methylthio)-5-(p-tolylamino)-1,2,4-triazine-6-carboxylate). As a reaction SMILES: Cl[C:2]1[N:3]=[C:4]([S:13][CH3:14])[N:5]=[N:6][C:7]=1[C:8]([O:10][CH2:11][CH3:12])=[O:9].[NH2:15][C:16]1[CH:21]=[CH:20][C:19]([CH3:22])=[CH:18][CH:17]=1.CCN(C(C)C)C(C)C.CCOC(C)=O>CN(C=O)C>[CH3:14][S:13][C:4]1[N:5]=[N:6][C:7]([C:8]([O:10][CH2:11][CH3:12])=[O:9])=[C:2]([NH:15][C:16]2[CH:21]=[CH:20][C:19]([CH3:22])=[CH:18][CH:17]=2)[N:3]=1. Procedure details: Ethyl 5-chloro-3-(methylthio)-1,2,4-triazine-6-carboxylate (300 mg, 1.29 mmol) was dissolved in 10 mL dry DMF. To it was added p-toluidine (166 mg, 1.55 mmol) and then DIEA (0.45 mL, 2.58 mmol). The mixture was stirred at RT for 1 h. To the mixture were poured 200 mL EtOAc. The mixture was washed with brine twice, dried in MgSO4, and concentrated in vacuo to afford crude ethyl 3-(methylthio)-5-(p-tolylamino)-1,2,4-triazine-6-carboxylate. It was dissolved in 20 mL “7.0 N ammonia in methanol” (Acr... Starting materials: OB(O)c1ccc(Br)cc1, O=C([O-])[O-], Cc1ccccc1, Nc1ccccc1I, [Na+], [Na+], [Pd], c1ccc(P(c2ccccc2)c2ccccc2)cc1, c1ccc(P(c2ccccc2)c2ccccc2)cc1, c1ccc(P(c2ccccc2)c2ccccc2)cc1, c1ccc(P(c2ccccc2)c2ccccc2)cc1. Product: Nc1ccccc1-c1ccc(Br)cc1. RXN SMILES: [Br:1][c:2]1[cH:3][cH:4][c:5]([B:8]([OH:9])[OH:10])[cH:6][cH:7]1.[C:11](=[O:12])([O-:13])[O-:14].[CH3:25][c:26]1[cH:27][cH:28][cH:29][cH:30][cH:31]1.[I:17][c:18]1[c:19]([NH2:20])[cH:21][cH:22][cH:23][cH:24]1.[Na+:15].[Na+:16].[Pd:32].[c:33]1([P:34]([c:35]2[cH:36][cH:37][cH:38][cH:39][cH:40]2)[c:41]2[cH:42][cH:43][cH:44][cH:45][cH:46]2)[cH:47][cH:48][cH:49][cH:50][cH:51]1.[c:52]1([P:53]([c:54]2[cH:55][cH:56][cH:57][cH:58][cH:59]2)[c:60]2[cH:61][cH:62][cH:63][cH:64][cH:65]2)[cH:66][cH:67][cH:68][cH:69][cH:70]1.[c:71]1([P:72]([c:73]2[cH:74][cH:75][cH:76][cH:77][cH:78]2)[c:79]2[cH:80][cH:81][cH:82][cH:83][cH:84]2)[cH:85][cH:86][cH:87][cH:88][cH:89]1.[c:90]1([P:91]([c:92]2[cH:93][cH:94][cH:95][cH:96][cH:97]2)[c:98]2[cH:99][cH:100][cH:101][cH:102][cH:103]2)[cH:104][cH:105][cH:106][cH:107][cH:108]1>>[Br:1][c:2]1[cH:3][cH:4][c:5](-[c:18]2[c:19]([NH2:20])[cH:21][cH:22][cH:23][cH:24]2)[cH:6][cH:7]1.